This data is from the Open Reaction Database (ORD), a public repository of structured organic reaction records. The task is: describe an organic reaction: reactants, conditions, products, and yield Starting materials: C1(CCCCC1)CS(=O)(=O)N1[C@@H](CCCC1)/C(/N)=N/O ((Z)-(2S)-1-[(cyclohexylmethyl)sulfonyl]-N′2-hydroxy-2-piperidinecarboximidamide), O=C1N(C(C2=CC=CC=C12)=O)CC1=CC=C(O1)C(=O)O (5-[(1,3-dioxo-2,3-dihydro-1H-2-isoindolyl)methyl]-2-furoic acid). Product: C1(CCCCC1)CS(=O)(=O)N1[C@@H](CCCC1)/C(/N)=N/OC(=O)C=1OC(=CC1)CN1C(C2=CC=CC=C2C1=O)=O ((Z)-(2S)-1-[(cyclohexylmethyl)sulfonyl]-N′2-[(5-[(1,3-dioxo-2,3-dihydro-1H-2-isoindolyl)methyl]-2-furylcarbonyl)oxy]-2-piperidinecarboximidamide). As a reaction SMILES: [CH:1]1([CH2:7][S:8]([N:11]2[CH2:16][CH2:15][CH2:14][CH2:13][C@H:12]2/[C:17](=[N:19]/[OH:20])/[NH2:18])(=[O:10])=[O:9])[CH2:6][CH2:5][CH2:4][CH2:3][CH2:2]1.[O:21]=[C:22]1[C:30]2[C:25](=[CH:26][CH:27]=[CH:28][CH:29]=2)[C:24](=[O:31])[N:23]1[CH2:32][C:33]1[O:37][C:36]([C:38](O)=[O:39])=[CH:35][CH:34]=1>>[CH:1]1([CH2:7][S:8]([N:11]2[CH2:16][CH2:15][CH2:14][CH2:13][C@H:12]2/[C:17](=[N:19]/[O:20][C:38]([C:36]2[O:37][C:33]([CH2:32][N:23]3[C:24](=[O:31])[C:25]4[C:30](=[CH:29][CH:28]=[CH:27][CH:26]=4)[C:22]3=[O:21])=[CH:34][CH:35]=2)=[O:39])/[NH2:18])(=[O:9])=[O:10])[CH2:2][CH2:3][CH2:4][CH2:5][CH2:6]1. Reported procedure: The title compound was prepared by a similar method to Preparation 5 from (Z)-(2S)-1-[(cyclohexylmethyl)sulfonyl]-N′2-hydroxy-2-piperidinecarboximidamide [see Preparation 28] and 5-[(1,3-dioxo-2,3-dihydro-1H-2-isoindolyl)methyl]-2-furoic acid (see Preparation 98], to afford (Z)-(2S)-1-[(cyclohexylmethyl)sulfonyl]-N′2-[(5-[(1,3-dioxo-2,3-dihydro-1H-2-isoindolyl)methyl]-2-furylcarbonyl)oxy]-2-piperidinecarboximidamide as a yellow oil. Starting materials: [Ca] (Calcium), [Ca] (Calcium), [Ca] (calcium), C1=CC(=CC=C1C2=C(C(=O)C=3C(=CC(=CC3O2)O)O)O)O (kaempferol). Product: C1=CC(=CC=C1C2=C(C(=O)C=3C(=CC(=CC3O2)O)O)O)O (kaempferol), CC(C)OC=1C=CC2=C(C1)OC=C(C2=O)C=3C=CC=CC3 (ipriflavone). As a reaction SMILES: [Ca].[CH:2]1[C:7]([C:8]2[O:18][C:17]3[CH:16]=[C:15]([OH:19])[CH:14]=[C:13]([OH:20])[C:12]=3[C:10](=[O:11])[C:9]=2[OH:21])=[CH:6][CH:5]=[C:4]([OH:22])[CH:3]=1>>[CH:2]1[C:7]([C:8]2[O:18][C:17]3[CH:16]=[C:15]([OH:19])[CH:14]=[C:13]([OH:20])[C:12]=3[C:10](=[O:11])[C:9]=2[OH:21])=[CH:6][CH:5]=[C:4]([OH:22])[CH:3]=1.[CH3:8][CH:9]([O:19][C:15]1[CH:14]=[CH:13][C:12]2[C:10](=[O:11])[C:9]([C:2]3[CH:3]=[CH:4][CH:5]=[CH:6][CH:7]=3)=[CH:8][O:18][C:17]=2[CH:16]=1)[CH3:10]. Procedure: The enhancement of calcium deposition between kaempferol and ipripfavone were compared. Test samples and their adding manner were same as Experiment 4. Calcium deposition amount was measured by usual method using “Calcium C Test Wako” (commercialized by Wako Pure Chemical Industries, Osaka, Japan); briefly, cultured cells were washed with 1 ml of Dulbecco phosphate buffer saline three times after removing the medium. To the resultant was added 0.5 ml of 2N hydrochloric acid to resolve deposited ...